From a dataset of the Open Reaction Database (ORD), a public repository of structured organic reaction records. describe an organic reaction: reactants, conditions, products, and yield Yields the product C(C)(C)(C)C=1C=C2C=NN(C(C2=C(C1)F)=O)C1=C(COC(C)=O)C(=CC=C1)C1=NN(C(C(=C1)NC1=NC=C(C=C1)S(=O)(=O)CC)=O)C (Acetic acid 2-(6-tert-butyl-8-fluoro-1-oxo-1H-phthalazin-2-yl)-6-[5-(5-ethanesulfonyl-pyridin-2-ylamino)-1-methyl-6-oxo-1,6-dihydro-pyridazin-3-yl]-benzyl ester). Reagents/catalysts: C1=CC=C(C=C1)P(C2=CC=CC=C2)[C]3[CH][CH][CH][CH]3.C1=CC=C(C=C1)P(C2=CC=CC=C2)[C]3[CH][CH][CH][CH]3.Cl[Pd]Cl.[Fe] (PdCl2(DPPF)). Run in O (water). Reaction conditions: temperature 85 celsius. Procedure: In a 250 mL round-bottomed flask, 6-chloro-4-(5-(ethylsulfonyl)pyridin-2-ylamino)-2-methylpyridazin-3(2H)-one (79 mg, 240 μmol), 2-(6-tert-butyl-8-fluoro-1-oxophthalazin-2(1H)-yl)-6-(4,4,5,5-tetramethyl-1,3,2-dioxaborolan-2-yl)benzyl acetate (154 mg, 312 μmol) and Cs2CO3 (235 mg, 721 μmol) were combined with dioxane (10 ml) and water (1 ml) to give a light yellow suspension. The mixture was evacuated and filled with argon. PdCl2(DPPF) (9.81 mg, 12.0 μmol) was added, the reaction mixture was purg... Starting materials: ClC=1C=C(C(N(N1)C)=O)NC1=NC=C(C=C1)S(=O)(=O)CC (6-chloro-4-(5-(ethylsulfonyl)pyridin-2-ylamino)-2-methylpyridazin-3(2H)-one), C(C)(=O)OCC1=C(C=CC=C1B1OC(C(O1)(C)C)(C)C)N1C(C2=C(C=C(C=C2C=N1)C(C)(C)C)F)=O (2-(6-tert-butyl-8-fluoro-1-oxophthalazin-2(1H)-yl)-6-(4,4,5,5-tetramethyl-1,3,2-dioxaborolan-2-yl)benzyl acetate), C(=O)([O-])[O-].[Cs+].[Cs+] (Cs2CO3), O1CCOCC1 (dioxane). Reaction SMILES: Cl[C:2]1[CH:3]=[C:4]([NH:10][C:11]2[CH:16]=[CH:15][C:14]([S:17]([CH2:20][CH3:21])(=[O:19])=[O:18])=[CH:13][N:12]=2)[C:5](=[O:9])[N:6]([CH3:8])[N:7]=1.[C:22]([O:25][CH2:26][C:27]1[C:32](B2OC(C)(C)C(C)(C)O2)=[CH:31][CH:30]=[CH:29][C:28]=1[N:42]1[N:51]=[CH:50][C:49]2[C:44](=[C:45]([F:56])[CH:46]=[C:47]([C:52]([CH3:55])([CH3:54])[CH3:53])[CH:48]=2)[C:43]1=[O:57])(=[O:24])[CH3:23].C([O-])([O-])=O.[Cs+].[Cs+].O1CCOCC1>C1C=CC(P([C]2[CH][CH][CH][CH]2)C2C=CC=CC=2)=CC=1.C1C=CC(P([C]2[CH][CH][CH][CH]2)C2C=CC=CC=2)=CC=1.Cl[Pd]Cl.[Fe].O>[C:52]([C:47]1[CH:48]=[C:49]2[C:44](=[C:45]([F:56])[CH:46]=1)[C:43](=[O:57])[N:42]([C:28]1[CH:29]=[CH:30][CH:31]=[C:32]([C:2]3[CH:3]=[C:4]([NH:10][C:11]4[CH:16]=[CH:15][C:14]([S:17]([CH2:20][CH3:21])(=[O:19])=[O:18])=[CH:13][N:12]=4)[C:5](=[O:9])[N:6]([CH3:8])[N:7]=3)[C:27]=1[CH2:26][O:25][C:22](=[O:24])[CH3:23])[N:51]=[CH:50]2)([CH3:53])([CH3:54])[CH3:55] |f:2.3.4,6.7.8.9,^1:74,75,76,77,78,92,93,94,95,96|. Starting materials: FC1=CC=C(C=C1)[N+](=O)[O-] (4-fluoro-nitrobenzene), FC1=C(C=CC(=C1)F)O (2,4-difluorophenol). Product: FC1=C(OC2=CC=C(C=C2)[N+](=O)[O-])C=CC(=C1)F (4-(2,4-Difluoro-phenoxy)-nitrobenzene). RXN SMILES: F[C:2]1[CH:7]=[CH:6][C:5]([N+:8]([O-:10])=[O:9])=[CH:4][CH:3]=1.[F:11][C:12]1[CH:17]=[C:16]([F:18])[CH:15]=[CH:14][C:13]=1[OH:19]>>[F:11][C:12]1[CH:17]=[C:16]([F:18])[CH:15]=[CH:14][C:13]=1[O:19][C:2]1[CH:7]=[CH:6][C:5]([N+:8]([O-:10])=[O:9])=[CH:4][CH:3]=1. Procedure details: Prepare the title compound in the manner analogous to the procedure set fourth in example E-227 using 4-fluoro-nitrobenzene and 2,4-difluorophenol (heat 2 hours at 50° C.). Purify the material by silica gel chromatography (Prep.2000) eluting with methylene chloride/hexane 1:1 to provide the title compound as a slowly crystallizing oil. Mass spectrum (m/e): 251.1 (M*). (Bruker 300) 1H NMR (CDCl3) δ 8.17-8.22 (2H, d), 7.14-7.21 (1H, m), 6.90-703 (4H, m). The reactants are O=C(NCC(Cc1ccc(F)c(F)c1)C(=O)N1C(=O)OCC1Cc1ccccc1)OCc1ccccc1, [Li+], C1CCOC1, [OH-], O, OO. Yields the product O=C(NCC(Cc1ccc(F)c(F)c1)C(=O)O)OCc1ccccc1. RXN SMILES: [F:1][c:2]1[cH:3][c:4]([CH2:9][CH:10]([CH2:11][NH:12][C:13]([O:14][CH2:15][c:16]2[cH:17][cH:18][cH:19][cH:20][cH:21]2)=[O:22])[C:23]([N:24]2[CH:25]([CH2:26][c:27]3[cH:28][cH:29][cH:30][cH:31][cH:32]3)[CH2:33][O:34][C:35]2=[O:36])=[O:37])[cH:5][cH:6][c:7]1[F:8].[Li+:41].[O:42]1[CH2:43][CH2:44][CH2:45][CH2:46]1.[OH-:40].[OH2:47].[OH:38][OH:39]>>[F:1][c:2]1[cH:3][c:4]([CH2:9][CH:10]([CH2:11][NH:12][C:13]([O:14][CH2:15][c:16]2[cH:17][cH:18][cH:19][cH:20][cH:21]2)=[O:22])[C:23]([OH:37])=[O:38])[cH:5][cH:6][c:7]1[F:8]. Reactants: COC(=O)CBr, CN(C)C=O, O=C([O-])[O-], c1cc(-c2cn[nH]c2)n2nc(Nc3ccc(OCCN4CCCC4)cc3)nc2c1. The product is COC(=O)Cn1cc(-c2cccc3nc(Nc4ccc(OCCN5CCCC5)cc4)nn23)cn1. RXN SMILES: [Br:34][CH2:35][C:36](=[O:37])[O:38][CH3:39].[CH3:40][N:41]([CH3:42])[CH:43]=[O:44].[O-:30][C:31](=[O:32])[O-:33].[nH:1]1[n:2][cH:3][c:4](-[c:6]2[cH:7][cH:8][cH:9][c:10]3[n:11]2[n:12][c:13]([NH:15][c:16]2[cH:17][cH:18][c:19]([O:22][CH2:23][CH2:24][N:25]4[CH2:26][CH2:27][CH2:28][CH2:29]4)[cH:20][cH:21]2)[n:14]3)[cH:5]1>>[n:1]1[n:2]([CH2:35][C:36](=[O:37])[O:38][CH3:39])[cH:3][c:4](-[c:6]2[cH:7][cH:8][cH:9][c:10]3[n:11]2[n:12][c:13]([NH:15][c:16]2[cH:17][cH:18][c:19]([O:22][CH2:23][CH2:24][N:25]4[CH2:26][CH2:27][CH2:28][CH2:29]4)[cH:20][cH:21]2)[n:14]3)[cH:5]1.